From a dataset of the Open Reaction Database (ORD), a public repository of structured organic reaction records. describe an organic reaction: reactants, conditions, products, and yield Starting materials: Cl.CN(C1=C(CCl)C=CC=C1)C (2-dimethylaminobenzylchloride hydrochloride), C(C1=CC=CC=C1)SC=1NC(C(N1)=S)(C)C (2-benzylthio-5,5-dimethylimidazolin-4-thione). Solvent: C(C)O (ethanol). Reaction conditions: time 1 hour. Yields the product C(C1=CC=CC=C1)SC1=NC(C(=N1)SCC1=C(C=CC=C1)N(C)C)(C)C (2-benzylthio-4-(2-dimethylaminobenzylthio)-5,5-dimethyl-5H-imidazole). As a reaction SMILES: Cl.[CH3:2][N:3]([CH3:12])[C:4]1[CH:11]=[CH:10][CH:9]=[CH:8][C:5]=1[CH2:6]Cl.[CH2:13]([S:20][C:21]1[NH:22][C:23]([CH3:28])([CH3:27])[C:24](=[S:26])[N:25]=1)[C:14]1[CH:19]=[CH:18][CH:17]=[CH:16][CH:15]=1>C(O)C>[CH2:13]([S:20][C:21]1[N:25]=[C:24]([S:26][CH2:6][C:5]2[CH:8]=[CH:9][CH:10]=[CH:11][C:4]=2[N:3]([CH3:12])[CH3:2])[C:23]([CH3:28])([CH3:27])[N:22]=1)[C:14]1[CH:19]=[CH:18][CH:17]=[CH:16][CH:15]=1 |f:0.1|. Procedure: Initially, 0.65 g of 2-dimethylaminobenzylchloride hydrochloride was added to a solution of 0.7 g of 2-benzylthio-5,5-dimethylimidazolin-4-thione in 20 mL of ethanol (EtOH). The reaction mixture was stirred at the room temperature for one hour, and concentrated in vacuo. The residue was treated following the procedure used in Example 62, and purified by column chromatography (CHCl3). Recrystallization from diethyl ether-n-hexane gave 2-benzylthio-4-(2-dimethylaminobenzylthio)-5,5-dimethyl-5H-imi... Reaction SMILES: [C:1]([CH3:2])([CH3:3])([CH3:4])[O:5][C:6](=[O:7])[CH:8]=[CH:9][CH:10]1[CH2:11][CH2:12][CH:13]([c:16]2[cH:17][cH:18][c:19]([C:20](=[O:21])[O:22][CH2:23][CH3:24])[cH:25][cH:26]2)[CH2:14][CH2:15]1.[CH3:27][CH2:28][OH:29]>>[C:1]([CH3:2])([CH3:3])([CH3:4])[O:5][C:6](=[O:7])[CH2:8][CH2:9][CH:10]1[CH2:11][CH2:12][CH:13]([c:16]2[cH:17][cH:18][c:19]([C:20](=[O:21])[O:22][CH2:23][CH3:24])[cH:25][cH:26]2)[CH2:14][CH2:15]1. Reactants: CCOC(=O)c1ccc(C2CCC(C=CC(=O)OC(C)(C)C)CC2)cc1, CCO. Product: CCOC(=O)c1ccc(C2CCC(CCC(=O)OC(C)(C)C)CC2)cc1. Reactants: CN1CCC(N2CCNCC2)CC1, Cc1cc(CC(CC(=O)N2CCC(N3CCc4ccccc4NC3=O)CC2)C(=O)O)ccc1Cl. Product: Cc1cc(CC(CC(=O)N2CCC(N3CCc4ccccc4NC3=O)CC2)C(=O)N2CCN(C3CCN(C)CC3)CC2)ccc1Cl. As a reaction SMILES: [CH3:35][N:36]1[CH2:37][CH2:38][CH:39]([N:42]2[CH2:43][CH2:44][NH:45][CH2:46][CH2:47]2)[CH2:40][CH2:41]1.[Cl:1][c:2]1[c:3]([CH3:34])[cH:4][c:5]([CH2:6][CH:7]([C:8](=[O:9])[OH:10])[CH2:11][C:12]([N:13]2[CH2:14][CH2:15][CH:16]([N:19]3[C:20](=[O:30])[NH:21][c:22]4[c:23]([cH:26][cH:27][cH:28][cH:29]4)[CH2:24][CH2:25]3)[CH2:17][CH2:18]2)=[O:31])[cH:32][cH:33]1>>[Cl:1][c:2]1[c:3]([CH3:34])[cH:4][c:5]([CH2:6][CH:7]([C:8](=[O:9])[N:45]2[CH2:44][CH2:43][N:42]([CH:39]3[CH2:38][CH2:37][N:36]([CH3:35])[CH2:41][CH2:40]3)[CH2:47][CH2:46]2)[CH2:11][C:12]([N:13]2[CH2:14][CH2:15][CH:16]([N:19]3[C:20](=[O:30])[NH:21][c:22]4[c:23]([cH:26][cH:27][cH:28][cH:29]4)[CH2:24][CH2:25]3)[CH2:17][CH2:18]2)=[O:31])[cH:32][cH:33]1. Starting materials: FC=1C=C(C2=C(C=CO2)C1)Br (5-fluoro-7-bromobenzofuran), CC(=C)C(C)O (2-methyl-3-hydroxybut-1-ene), C1(=CC=CC=C1)P(C1=CC=CC=C1)C1=CC=CC=C1 (triphenylphosphine), C([O-])(O)=O.[Na+] (sodium bicarbonate). Reagents/catalysts: C(C)(=O)[O-].[Pd+2].C(C)(=O)[O-] (palladium(II) acetate). Solvent: CN(P(=O)(N(C)C)N(C)C)C (hexamethylphosphoramide), C(C)OCC (diethyl ether). Reaction conditions: temperature 130 celsius. Product: CC(C(C)=O)C(C)C1=CC(=CC=2C=COC21)F (3-methyl-4-(5-fluorobenzofur-7-yl)pentan-2-one). Yield: 81.0%. As a reaction SMILES: [F:1][C:2]1[CH:3]=[C:4](Br)[C:5]2[O:9][CH:8]=[CH:7][C:6]=2[CH:10]=1.[CH3:12][C:13]([CH:15]([OH:17])[CH3:16])=[CH2:14].[C:18]1(P(C2C=CC=CC=2)C2C=CC=CC=2)C=CC=CC=1.C(=O)(O)[O-].[Na+]>CN(C)P(N(C)C)(N(C)C)=O.C(OCC)C.C([O-])(=O)C.[Pd+2].C([O-])(=O)C>[CH3:14][CH:13]([CH:12]([C:4]1[C:5]2[O:9][CH:8]=[CH:7][C:6]=2[CH:10]=[C:2]([F:1])[CH:3]=1)[CH3:18])[C:15](=[O:17])[CH3:16] |f:3.4,7.8.9|. Procedure: A mixture of 1 gm (4.65 mMol) 5-fluoro-7-bromobenzofuran, 0.54 ml (5.23 mMol) 2-methyl-3-hydroxybut-1-ene, 9 mg (0.04 mMol) palladium(II) acetate, 0.021 gm (0.08 mMol) triphenylphosphine, and 0.44 gm (5.23 mMol) sodium bicarbonate in 5 mL hexamethylphosphoramide was heated at 130° C. for 3.5 hours. The reaction mixture was cooled to room temperature and was then diluted with 100 mL diethyl ether. The organic phase was washed sequentially with 2×20 mL water followed by 2×20 mL saturated aqueous s... The reactants are BrC1=CC=C2CC3(C(C2=C1)(C(=O)O)NS(=O)(=O)CC[Si](C)(C)C)CN(C3)C(=O)OC(C)(C)C (6′-bromo-1-(tert-butoxycarbonyl)-1′-(2-(trimethylsilyl)ethylsulfonamido)-1′,3′-dihydrospiro[azetidine-3,2′-indene]-1′-carboxylic acid), [Si](C)(C)(C)C=[N+]=[N-] (TMSCHN2). The solvent is CO (MeOH), C(Cl)Cl (CH2Cl2). Run at time 19 hour. The product is BrC1=CC=C2CC3(C(C2=C1)(C(=O)OC)NS(=O)(=O)CC[Si](C)(C)C)CN(C3)C(=O)OC(C)(C)C (1-tert-butyl 1′-methyl 6′-bromo-1′-(2-(trimethylsilyl)ethylsulfonamido)-1′,3′-dihydrospiro[azetidine-3,2′-indene]-1,1′-dicarboxylate). Yield: 72.0%. Reaction SMILES: [Br:1][C:2]1[CH:10]=[C:9]2[C:5]([CH2:6][C:7]3([CH2:26][N:25]([C:27]([O:29][C:30]([CH3:33])([CH3:32])[CH3:31])=[O:28])[CH2:24]3)[C:8]2([NH:14][S:15]([CH2:18][CH2:19][Si:20]([CH3:23])([CH3:22])[CH3:21])(=[O:17])=[O:16])[C:11]([OH:13])=[O:12])=[CH:4][CH:3]=1.[Si](C=[N+]=[N-])(C)(C)[CH3:35]>C(Cl)Cl.CO>[Br:1][C:2]1[CH:10]=[C:9]2[C:5]([CH2:6][C:7]3([CH2:24][N:25]([C:27]([O:29][C:30]([CH3:33])([CH3:32])[CH3:31])=[O:28])[CH2:26]3)[C:8]2([NH:14][S:15]([CH2:18][CH2:19][Si:20]([CH3:23])([CH3:21])[CH3:22])(=[O:17])=[O:16])[C:11]([O:13][CH3:35])=[O:12])=[CH:4][CH:3]=1. Procedure details: A mixture of 6′-bromo-1-(tert-butoxycarbonyl)-1′-(2-(trimethylsilyl)ethylsulfonamido)-1′,3′-dihydrospiro[azetidine-3,2′-indene]-1′-carboxylic acid, obtained as described above, and TMSCHN2 (2.0 Min hexane, 1 mL) in CH2Cl2 (6 mL) and MeOH (3 mL) was stirred at room temperature for 19 h. After the solvent was evaporated under reduced pressure, the residue was purified by chromatography on silica gel eluted with hexanes/ethyl acetate to afford 0.3263 g (72% in three steps) of 1-tert-butyl 1′-methyl... Reaction SMILES: [CH3:22][OH:23].[CH:1]([CH3:2])([CH3:3])[SiH:4]([c:5]1[cH:6][cH:7][c:8]([C:9](=[O:10])[OH:11])[cH:12][cH:13]1)[CH:14]([CH3:15])[CH3:16].[CH:24]([Cl:25])([Cl:26])[Cl:27].[S:17](=[O:18])(=[O:19])([OH:20])[OH:21]>>[CH:1]([CH3:2])([CH3:3])[SiH:4]([c:5]1[cH:6][cH:7][c:8]([C:9]([O:10][CH3:22])=[O:11])[cH:12][cH:13]1)[CH:14]([CH3:15])[CH3:16]. Yields the product COC(=O)c1ccc([SiH](C(C)C)C(C)C)cc1. Starting materials: CO, CC(C)[SiH](c1ccc(C(=O)O)cc1)C(C)C, ClC(Cl)Cl, O=S(=O)(O)O.